This data is from the Open Reaction Database (ORD), a public repository of structured organic reaction records. The task is: describe an organic reaction: reactants, conditions, products, and yield Starting materials: C1(=CC=CC=C1)C=1N=C(OC1C1=CC=CC=C1)COC1=CC=C(C=C1)CCC(=O)OC (Methyl 3-[4-[(4,5-diphenyl-2-oxazolyl)methoxy]phenyl]propanoate), [OH-].[Na+] (sodium hydroxide). The product is C1(=CC=CC=C1)C=1N=C(OC1C1=CC=CC=C1)COC1=CC=C(C=C1)CCC(=O)O (3-[4-[(4,5-Diphenyl-2-oxazolyl)methoxy]phenyl]propanoic Acid). As a reaction SMILES: [C:1]1([C:7]2[N:8]=[C:9]([CH2:18][O:19][C:20]3[CH:25]=[CH:24][C:23]([CH2:26][CH2:27][C:28]([O:30]C)=[O:29])=[CH:22][CH:21]=3)[O:10][C:11]=2[C:12]2[CH:17]=[CH:16][CH:15]=[CH:14][CH:13]=2)[CH:6]=[CH:5][CH:4]=[CH:3][CH:2]=1.[OH-].[Na+]>>[C:1]1([C:7]2[N:8]=[C:9]([CH2:18][O:19][C:20]3[CH:21]=[CH:22][C:23]([CH2:26][CH2:27][C:28]([OH:30])=[O:29])=[CH:24][CH:25]=3)[O:10][C:11]=2[C:12]2[CH:17]=[CH:16][CH:15]=[CH:14][CH:13]=2)[CH:2]=[CH:3][CH:4]=[CH:5][CH:6]=1 |f:1.2|. Reported procedure: Methyl 3-[4-[(4,5-diphenyl-2-oxazolyl)methoxy]phenyl]propanoate was hydrolyzed with aqueous sodium hydroxide according to the procedure of Example 18 to provide the title compound, m.p. 124°-127° C. The reactants are C(CCl)Cl (EDC), CN1N=NC2=C1C=CC(=C2)C(=O)O (1-methylbenzotriazole-5-carboxylic acid), CN1N=CC=C1O (1-methyl-5-hydroxypyrazole), C(C)#N (acetonitrile). The reagents and catalysts are CN(C)C=1C=CN=CC1 (DMAP). Solvent: C(C)N(CC)CC (triethylamine), O (water). Yields the product CN1N=NC2=C1C=CC(=C2)C(=O)OC2=CC=NN2C (1-Methylpyrazol-5-yl 1-Methylbenzotriazole-5-carboxylate). Reaction SMILES: [CH3:1][N:2]1[C:6]2[CH:7]=[CH:8][C:9]([C:11]([OH:13])=[O:12])=[CH:10][C:5]=2[N:4]=[N:3]1.[CH3:14][N:15]1[C:19](O)=[CH:18][CH:17]=[N:16]1.C(#N)C.C(Cl)CCl>CN(C1C=CN=CC=1)C.O.C(N(CC)CC)C>[CH3:1][N:2]1[C:6]2[CH:7]=[CH:8][C:9]([C:11]([O:13][C:19]3[N:15]([CH3:14])[N:16]=[CH:17][CH:18]=3)=[O:12])=[CH:10][C:5]=2[N:4]=[N:3]1. Procedure details: 1.5 g of 1-methylbenzotriazole-5-carboxylic acid (8.5 mmol) and 0.87 g of 1-methyl-5-hydroxypyrazole (8.9 mmol) were dissolved in 70 ml of abs. acetonitrile and admixed with 1.62 g of EDC (8.5 mmol), 2 ml of triethylamine and a catalytic amount of DMAP. After the reaction had ended, the solution was poured into water and the mixture was extracted with ethyl acetate. The organic phase was washed and dried, and the product was then purified by crystallization. Yield: 0.77 g (35%). The reactants are crude product, COC1=CC(=C(C=O)C=C1OCCCOC)C (4-methoxy-5-(3-methoxy-propoxy)-2-methyl-benzaldehyde), C(C)(C)(C)O.C(Cl)Cl (tert-butanol CH2Cl2), CC(C)=CC (2-methyl-2-butene), [O-]Cl=O.[Na+] (NaClO2), NaH2PO4. The solvent is CCOCC (ether), O (water). Conditions: time 8 hour. Product: COC1=CC(=C(C(=O)O)C=C1OCCCOC)C (4-Methoxy-5-(3-methoxy-propoxy)-2-methyl-benzoic acid). As a reaction SMILES: [CH3:1][O:2][C:3]1[C:10]([O:11][CH2:12][CH2:13][CH2:14][O:15][CH3:16])=[CH:9][C:6]([CH:7]=[O:8])=[C:5]([CH3:17])[CH:4]=1.C([OH:22])(C)(C)C.C(Cl)Cl.CC(=CC)C.[O-]Cl=O.[Na+]>O.CCOCC>[CH3:1][O:2][C:3]1[C:10]([O:11][CH2:12][CH2:13][CH2:14][O:15][CH3:16])=[CH:9][C:6]([C:7]([OH:22])=[O:8])=[C:5]([CH3:17])[CH:4]=1 |f:1.2,4.5|. Reported procedure: To a solution of 4-methoxy-5-(3-methoxy-propoxy)-2-methyl-benzaldehyde (1.25 g, 5.25 mmol) in a 3:1 mixture of tert-butanol/CH2Cl2 (60 mL) is added 2-methyl-2-butene (25.0 mL), followed by dropwise addition of a solution of NaClO2 (5.81 g, 51.4 mmol) and NaH2PO4 (4.07 g, 33.6 mmol) in water (45 mL) over 15 min at room temperature, and stirring is continued overnight. The reaction mixture is poured into ice/saturated aqueous NaHCO3 solution, the water phase is washed with AcOEt, then acidified an... Reactants: COC(=O)c1cc([N+](=O)[O-])c(N)nc1OCC(F)F, [Na+], [OH-]. Product: Nc1nc(OCC(F)F)c(C(=O)O)cc1[N+](=O)[O-]. Reaction SMILES: [CH3:1][O:2][C:3]([c:4]1[c:5]([O:14][CH2:15][CH:16]([F:17])[F:18])[n:6][c:7]([NH2:13])[c:8]([N+:10](=[O:11])[O-:12])[cH:9]1)=[O:19].[Na+:21].[OH-:20]>>[O:2]=[C:3]([c:4]1[c:5]([O:14][CH2:15][CH:16]([F:17])[F:18])[n:6][c:7]([NH2:13])[c:8]([N+:10](=[O:11])[O-:12])[cH:9]1)[OH:19]. Reactants: [N+](=O)([O-])C=1C=CC(=C(C(=O)O)C1)N1CCCCC1 (5-nitro-2-piperidinobenzoic acid). The reagents and catalysts are [Pd] (palladium on carbon). The solvent is C(C)O (ethanol). The product is NC=1C=CC(=C(C(=O)O)C1)N1CCCCC1 (5-amino-2-piperidinobenzoic acid). Reaction SMILES: [N+:1]([C:4]1[CH:5]=[CH:6][C:7]([N:13]2[CH2:18][CH2:17][CH2:16][CH2:15][CH2:14]2)=[C:8]([CH:12]=1)[C:9]([OH:11])=[O:10])([O-])=O>C(O)C.[Pd]>[NH2:1][C:4]1[CH:5]=[CH:6][C:7]([N:13]2[CH2:18][CH2:17][CH2:16][CH2:15][CH2:14]2)=[C:8]([CH:12]=1)[C:9]([OH:11])=[O:10]. Reported procedure: 30 Grams 2-chloro-5-nitrobenzoic acid was added in portions to 150 ml piperidine. The temperature of the reaction was allowed to rise during the addition. After the addition was complete, the reaction was heated at reflux temperature for two hours. The hot reaction mixture was poured into ice water, made acid by the addition of concentrated HCl until precipitation of the product was complete and filtered. The filter cake was recrystallized from ethanol to give 30.4 grams 5-nitro-2-piperidinobenz...